The task is: describe an organic reaction: reactants, conditions, products, and yield. This data is from the Open Reaction Database (ORD), a public repository of structured organic reaction records. The reactants are CC(C)(C)OC(=O)N1CCCCC(CO)C1, Cc1ccccc1, O=C1NC(=O)c2ccccc21, CCOC(=O)N=NC(=O)OCC, C1CCOC1, O, c1ccc(P(c2ccccc2)c2ccccc2)cc1. Reaction SMILES: [C:1]([CH3:2])([CH3:3])([CH3:4])[O:5][C:6](=[O:7])[N:8]1[CH2:9][CH:10]([CH2:15][OH:16])[CH2:11][CH2:12][CH2:13][CH2:14]1.[CH3:65][c:66]1[cH:67][cH:68][cH:69][cH:70][cH:71]1.[O:36]=[C:37]1[NH:38][C:39](=[O:40])[c:41]2[cH:42][cH:43][cH:44][cH:45][c:46]21.[O:47]=[C:48]([O:49][CH2:50][CH3:51])[N:52]=[N:53][C:54]([O:55][CH2:56][CH3:57])=[O:58].[O:59]1[CH2:60][CH2:61][CH2:62][CH2:63]1.[OH2:64].[c:17]1([P:18]([c:19]2[cH:20][cH:21][cH:22][cH:23][cH:24]2)[c:25]2[cH:26][cH:27][cH:28][cH:29][cH:30]2)[cH:31][cH:32][cH:33][cH:34][cH:35]1>>[C:1]([CH3:2])([CH3:3])([CH3:4])[O:5][C:6](=[O:7])[N:8]1[CH2:9][CH:10]([CH2:15][N:38]2[C:37](=[O:36])[c:46]3[c:41]([cH:42][cH:43][cH:44][cH:45]3)[C:39]2=[O:40])[CH2:11][CH2:12][CH2:13][CH2:14]1. Product: CC(C)(C)OC(=O)N1CCCCC(CN2C(=O)c3ccccc3C2=O)C1. Reactants: CN (monomethyl amine), C(C)(=O)C=1C=C(C=CC1O)S(=O)(=O)Cl (3-acetyl-4-hydroxy-benzenesulfonyl chloride). The solvent is C(C)#N (acetonitrile). Reaction conditions: time 5 minute. Product: CNS(=O)(=O)C1=CC(=C(C=C1)O)C(C)=O (N-methyl-3-acetyl-4-hydroxy-benzenesulfonic acid amide). As a reaction SMILES: [CH3:1][NH2:2].[C:3]([C:6]1[CH:7]=[C:8]([S:13](Cl)(=[O:15])=[O:14])[CH:9]=[CH:10][C:11]=1[OH:12])(=[O:5])[CH3:4]>C(#N)C>[CH3:1][NH:2][S:13]([C:8]1[CH:9]=[CH:10][C:11]([OH:12])=[C:6]([C:3](=[O:5])[CH3:4])[CH:7]=1)(=[O:15])=[O:14]. Reported procedure: A saturated solution of monomethyl amine in acetonitrile cooled to 0° C. was treated with 3-acetyl-4-hydroxy-benzenesulfonyl chloride. The mixture was stirred 5 min, concentrated in vacuo to an oil, disolved in ethyl acetate and treated with 1N aqueous HCl. The organic portion was separated, concentrated, filtered through silica gel (eluted with ethyl acetate) to provide N-methyl-3-acetyl-4-hydroxy-benzenesulfonic acid amide after concentration. Starting materials: [BH4-].[Na+] (NaBH4), NiCl2.6H2O, CC(CC1=CC=C(OC2=CC=C(C=C2)O)C=C1)(C)[N+](=O)[O-].[BH4-].[Na+] (sodium borohydride 4-(4-(2-methyl-2-nitropropyl)phenoxy)phenol), [BH4-].[Na+] (Sodium borohydride). Solvent: CO (MeOH). Product: CC(CC1=CC=C(OC2=CC=C(C=C2)O)C=C1)(C)N (4-(4-(2-Methyl-2-aminopropyl)phenoxy)phenol). RXN SMILES: [BH4-].[Na+].[CH3:3][C:4]([N+:21]([O-])=O)([CH3:20])[CH2:5][C:6]1[CH:19]=[CH:18][C:9]([O:10][C:11]2[CH:16]=[CH:15][C:14]([OH:17])=[CH:13][CH:12]=2)=[CH:8][CH:7]=1.[BH4-].[Na+]>CO>[CH3:20][C:4]([NH2:21])([CH3:3])[CH2:5][C:6]1[CH:7]=[CH:8][C:9]([O:10][C:11]2[CH:16]=[CH:15][C:14]([OH:17])=[CH:13][CH:12]=2)=[CH:18][CH:19]=1 |f:0.1,2.3.4|. Procedure details: A mixture of NiCl2.6H2O (1.40 g, 5.9 mmol) in MeOH (100 mL) was stirred at RT under a nitrogen atmosphere. Sodium borohydride (0.675 g, 17.9 mmol) was carefully added to the mixture in small portions. Twenty minutes after complete addition of the initial sodium borohydride 4-(4-(2-methyl-2-nitropropyl)phenoxy)phenol (3.20 g, 11 mmol) was added followed by the careful portionwise addition of more NaBH4 (1.58 g, 42 mmol) which caused a frothing exothermic reaction. All starting nitro compound had ... Starting materials: ClC(C(=O)O)CCC1=CC=C(C=C1)C1=C(C=CC=C1)Cl (α-chloro-γ-(2'-chloro-4-biphenylyl) butyric acid), [SH-].[Na+] (sodium hydrosulfide), Cl (hydrochloric acid). Run in C(C)O (ethanol). Yields the product SC(C(=O)O)CCC1=CC=C(C=C1)C1=C(C=CC=C1)Cl (α-mercapto-γ-(2'-chloro-4-biphenylyl)butyric acid). Reaction SMILES: Cl[CH:2]([CH2:6][CH2:7][C:8]1[CH:13]=[CH:12][C:11]([C:14]2[CH:19]=[CH:18][CH:17]=[CH:16][C:15]=2[Cl:20])=[CH:10][CH:9]=1)[C:3]([OH:5])=[O:4].[SH-:21].[Na+].Cl>C(O)C>[SH:21][CH:2]([CH2:6][CH2:7][C:8]1[CH:13]=[CH:12][C:11]([C:14]2[CH:19]=[CH:18][CH:17]=[CH:16][C:15]=2[Cl:20])=[CH:10][CH:9]=1)[C:3]([OH:5])=[O:4] |f:1.2|. Reported procedure: A mixture of 0.05 moles of α-chloro-γ-(2'-chloro-4-biphenylyl) butyric acid and 5 g. of sodium hydrosulfide in 100 ml. of absolute ethanol and under a nitrogen atmosphere is stirred for 15 hours. The mixture is then acidified with 6 N hydrochloric acid. The solvent is removed in vacuo and the residue is extracted into ether, washed with water, saturated sodium chloride solution, dried and evaporated to dryness to obtain α-mercapto-γ-(2'-chloro-4-biphenylyl)butyric acid.